This data is from the Open Reaction Database (ORD), a public repository of structured organic reaction records. The task is: describe an organic reaction: reactants, conditions, products, and yield The reactants are CC(=O)O[BH-](OC(C)=O)OC(C)=O, COC(=O)CN, COc1ccc(OC(F)(F)F)cc1C=O, CC(=O)O, CCN(C(C)C)C(C)C, ClCCl, Cl, [Na+]. The product is COC(=O)CNCc1cc(OC(F)(F)F)ccc1OC, Cl. RXN SMILES: [C:1]([O:2][BH-:3]([O:4][C:5](=[O:6])[CH3:7])[O:8][C:9](=[O:10])[CH3:11])(=[O:12])[CH3:13].[CH3:16][O:17][C:18]([CH2:19][NH2:20])=[O:21].[CH3:31][O:32][c:33]1[c:34]([CH:35]=[O:36])[cH:37][c:38]([O:41][C:42]([F:43])([F:44])[F:45])[cH:39][cH:40]1.[CH3:49][C:50](=[O:51])[OH:52].[CH:22]([N:23]([CH2:24][CH3:25])[CH:26]([CH3:27])[CH3:28])([CH3:29])[CH3:30].[Cl:46][CH2:47][Cl:48].[ClH:15].[Na+:14]>>[CH3:16][O:17][C:18]([CH2:19][NH:20][CH2:35][c:34]1[c:33]([O:32][CH3:31])[cH:40][cH:39][c:38]([O:41][C:42]([F:43])([F:44])[F:45])[cH:37]1)=[O:21].[ClH:15].